Dataset: the Open Reaction Database (ORD), a public repository of structured organic reaction records. Task: describe an organic reaction: reactants, conditions, products, and yield Starting materials: CC(=O)[O-], [BH3-]C#N, CCOC(=O)CN, CCO, O=Cc1ccccc1, Cl, [Na+], [Na+]. Yields the product CCOC(=O)CNCc1ccccc1. RXN SMILES: [C:17]([O-:18])(=[O:19])[CH3:20].[C:22]([BH3-:23])#[N:24].[CH2:10]([CH3:11])[O:12][C:13]([CH2:14][NH2:15])=[O:16].[CH3:26][CH2:27][OH:28].[CH:1](=[O:2])[c:3]1[cH:4][cH:5][cH:6][cH:7][cH:8]1.[ClH:9].[Na+:21].[Na+:25]>>[CH2:1]([c:3]1[cH:4][cH:5][cH:6][cH:7][cH:8]1)[NH:15][CH2:14][C:13]([O:12][CH2:10][CH3:11])=[O:16]. Starting materials: CC(OC(=O)Cl)Cl (ACE-Cl), C(C1=CC=CC=C1)N1C[C@]2(CCC3=C([C@@H]2C1)C=CC=C3C(=C)C)C (trans-2-Benzyl-3a-methyl-6-(prop-1-en-2-yl)-2,3,3a,4,5,9b-hexahydro-1H-benzo[e]isoindole), CO (MeOH). The solvent is C1(=CC=CC=C1)C (toluene). Reaction conditions: temperature 160 celsius. Product: Cl.C[C@@]12CCC3=C([C@@H]2CNC1)C=CC=C3C(=C)C (trans-3a-methyl-6-(prop-1-en-2-yl)-2,3,3a,4,5,9b-hexahydro-1H-benzo[e]isoindole hydrochloride). The yield is 43.3%. As a reaction SMILES: C([N:8]1[CH2:16][C@@H:15]2[C@:10]([CH3:24])([CH2:11][CH2:12][C:13]3[C:20]([C:21]([CH3:23])=[CH2:22])=[CH:19][CH:18]=[CH:17][C:14]=32)[CH2:9]1)C1C=CC=CC=1.CC(Cl)OC([Cl:30])=O.CO>C1(C)C=CC=CC=1>[ClH:30].[CH3:24][C@@:10]12[CH2:9][NH:8][CH2:16][C@H:15]1[C:14]1[CH:17]=[CH:18][CH:19]=[C:20]([C:21]([CH3:23])=[CH2:22])[C:13]=1[CH2:12][CH2:11]2 |f:4.5|. Reported procedure: trans-2-Benzyl-3a-methyl-6-(prop-1-en-2-yl)-2,3,3a,4,5,9b-hexahydro-1H-benzo[e]isoindole (0.359 mmol, 134 mg) was dissolved in toluene (1 ml). ACE-Cl (2.95 mmol, 325 μl) was added and the reaction mixture was heated in a microwave reactor at 160° C. for 15 minutes. MeOH (1 ml) was added and the mixture was again heated in a microwave reactor at 160° C. for 5 minutes. The resulting mixture was passed through an SCX cartridge and the resulting filtrate was concentrated in vacuo to give a crude res... Reactants: C(C)(=O)N1CCC2=CC(=CC(=C12)C#N)C[C@@H](C)NCCOC1=C(C=CC=C1)OCC(F)(F)F ((R)-(-)-1-acetyl-5-[2-[2-[2-(2,2,2-trifluoroethoxy)phenoxy]ethylamino]propyl]indoline-7-carbonitrile), Cl (hydrochloric acid), C([O-])(O)=O.[Na+] (sodium bicarbonate). Run in C(C)(C)O (isopropanol). Yields the product C(C)(=O)N1CCC2=CC(=CC(=C12)C(=O)N)C[C@@H](C)NCCOC1=C(C=CC=C1)OCC(F)(F)F ((R)-(-)-1-acetyl-5-[2-[2-[2-(2,2,2-trifluoroethoxy)phenoxy]ethylamino]propyl]indoline-7-carboxamide). Reaction SMILES: [C:1]([N:4]1[C:12]2[C:7](=[CH:8][C:9]([CH2:15][C@H:16]([NH:18][CH2:19][CH2:20][O:21][C:22]3[CH:27]=[CH:26][CH:25]=[CH:24][C:23]=3[O:28][CH2:29][C:30]([F:33])([F:32])[F:31])[CH3:17])=[CH:10][C:11]=2[C:13]#[N:14])[CH2:6][CH2:5]1)(=[O:3])[CH3:2].Cl.C(=O)(O)[O-:36].[Na+]>C(O)(C)C>[C:1]([N:4]1[C:12]2[C:7](=[CH:8][C:9]([CH2:15][C@H:16]([NH:18][CH2:19][CH2:20][O:21][C:22]3[CH:27]=[CH:26][CH:25]=[CH:24][C:23]=3[O:28][CH2:29][C:30]([F:33])([F:31])[F:32])[CH3:17])=[CH:10][C:11]=2[C:13]([NH2:14])=[O:36])[CH2:6][CH2:5]1)(=[O:3])[CH3:2] |f:2.3|. Reported procedure: To a solution of (R)-(-)-1-acetyl-5-[2-[2-[2-(2,2,2-trifluoroethoxy)phenoxy]ethylamino]propyl]indoline-7-carbonitrile (2.00 g) in isopropanol (4.2 ml) was added concentrated hydrochloric acid (4.2 ml) slowly with stirring under ice cooling, and the mixture was stirred for 40 minutes. The reaction mixture was neutralized by a saturated aqueous sodium bicarbonate solution, and extracted with methylene chloride. The extract was washed with water, and dried over anhydrous magnesium sulfate. The solv... Reactants: BrCC1CC1, O=C([O-])[O-], CCOC(C)=O, CC#N, Oc1cccc(-c2nn3c(NC4CCCC4)cccc3c2-c2ccnc(NC3CCCC3)n2)c1, [Cs+], [Cs+]. The product is c1cc(OCC2CC2)cc(-c2nn3c(NC4CCCC4)cccc3c2-c2ccnc(NC3CCCC3)n2)c1. RXN SMILES: [Br:41][CH2:42][CH:43]1[CH2:44][CH2:45]1.[C:35](=[O:36])([O-:37])[O-:38].[CH3:46][CH2:47][O:48][C:49](=[O:50])[CH3:51].[CH3:52][C:53]#[N:54].[CH:1]1([NH:6][c:7]2[cH:8][cH:9][cH:10][c:11]3[n:12]2[n:13][c:14](-[c:28]2[cH:29][c:30]([OH:34])[cH:31][cH:32][cH:33]2)[c:15]3-[c:16]2[n:17][c:18]([NH:22][CH:23]3[CH2:24][CH2:25][CH2:26][CH2:27]3)[n:19][cH:20][cH:21]2)[CH2:2][CH2:3][CH2:4][CH2:5]1.[Cs+:39].[Cs+:40]>>[CH:1]1([NH:6][c:7]2[cH:8][cH:9][cH:10][c:11]3[n:12]2[n:13][c:14](-[c:28]2[cH:29][c:30]([O:34][CH2:42][CH:43]4[CH2:44][CH2:45]4)[cH:31][cH:32][cH:33]2)[c:15]3-[c:16]2[n:17][c:18]([NH:22][CH:23]3[CH2:24][CH2:25][CH2:26][CH2:27]3)[n:19][cH:20][cH:21]2)[CH2:2][CH2:3][CH2:4][CH2:5]1. Reactants: NC1=NNC=2C(N(CCC21)C2=CC=C(C=C2)C)=O (3-amino-5,6-dihydro-6-N-(p-tolyl)-1H-pyrazolo[3,4-c]pyridin-7(4H)-one), C([O-])([O-])=O.[K+].[K+] (potassium carbonate), ClCCC(=O)N1CCN(CC1)C1=CC=C(C=C1)OC (3-chloro-1-{4-(4-methoxyphenyl)piperazin-1-yl}propan-1-one). Yields the product NC1=NN(C=2C(N(CCC21)C2=CC=C(C=C2)C)=O)C(CCN2CCN(CC2)C2=CC=C(C=C2)OC)=O (3-amino-1-[{4-(4-methoxyphenyl)piperazin-1-yl}propanoyl]-6-N-(p-tolyl)-4,5,6,7-tetrahydro-1H-pyrazolo[3,4-c]pyridin-7-one). Reaction SMILES: [NH2:1][C:2]1[C:10]2[CH2:9][CH2:8][N:7]([C:11]3[CH:16]=[CH:15][C:14]([CH3:17])=[CH:13][CH:12]=3)[C:6](=[O:18])[C:5]=2[NH:4][N:3]=1.[C:19](=[O:22])([O-])[O-].[K+].[K+].ClC[CH2:27][C:28]([N:30]1[CH2:35][CH2:34][N:33]([C:36]2[CH:41]=[CH:40][C:39]([O:42][CH3:43])=[CH:38][CH:37]=2)[CH2:32][CH2:31]1)=O>>[NH2:1][C:2]1[C:10]2[CH2:9][CH2:8][N:7]([C:11]3[CH:16]=[CH:15][C:14]([CH3:17])=[CH:13][CH:12]=3)[C:6](=[O:18])[C:5]=2[N:4]([C:19](=[O:22])[CH2:27][CH2:28][N:30]2[CH2:31][CH2:32][N:33]([C:36]3[CH:41]=[CH:40][C:39]([O:42][CH3:43])=[CH:38][CH:37]=3)[CH2:34][CH2:35]2)[N:3]=1 |f:1.2.3|. Procedure: A target compound (154.9 mg, 0.317 mmol, 76.9%) was yielded as white solid the same manner as in Example 1 by reacting 3-amino-5,6-dihydro-6-N-(p-tolyl)-1H-pyrazolo[3,4-c]pyridin-7(4H)-one (100 mg, 0.412 mmol) with potassium carbonate (85.4 mg, 0.618 mmol) and 3-chloro-1-{4-(4-methoxyphenyl)piperazin-1-yl}propan-1-one (128.1 mg, 0.453 mmol).